This data is from the Open Reaction Database (ORD), a public repository of structured organic reaction records. The task is: describe an organic reaction: reactants, conditions, products, and yield Reactants: C1(CCCCC1)OC=1C=C2C(=CNC2=CC1)C1CCN(CC1)C (5-cyclohexyloxy-3-(1-methyl-4-piperidinyl)-1H-indole), CC1=CC=C(C=C1)S(=O)(=O)Cl (4-methylphenylsulfonyl chloride). The product is C1(CCCCC1)OC=1C=C2C(=CN(C2=CC1)S(=O)(=O)C1=CC=C(C=C1)C)C1CCN(CC1)C (5-Cyclohexyloxy-1-(4-methylphenylsulfonyl)-3-(1-methyl-4-piperidinyl)indole). Reaction SMILES: [CH:1]1([O:7][C:8]2[CH:9]=[C:10]3[C:14](=[CH:15][CH:16]=2)[NH:13][CH:12]=[C:11]3[CH:17]2[CH2:22][CH2:21][N:20]([CH3:23])[CH2:19][CH2:18]2)[CH2:6][CH2:5][CH2:4][CH2:3][CH2:2]1.[CH3:24][C:25]1[CH:30]=[CH:29][C:28]([S:31](Cl)(=[O:33])=[O:32])=[CH:27][CH:26]=1>>[CH:1]1([O:7][C:8]2[CH:9]=[C:10]3[C:14](=[CH:15][CH:16]=2)[N:13]([S:31]([C:28]2[CH:29]=[CH:30][C:25]([CH3:24])=[CH:26][CH:27]=2)(=[O:33])=[O:32])[CH:12]=[C:11]3[CH:17]2[CH2:18][CH2:19][N:20]([CH3:23])[CH2:21][CH2:22]2)[CH2:6][CH2:5][CH2:4][CH2:3][CH2:2]1. Procedure details: from 5-cyclohexyloxy-3-(1-methyl-4-piperidinyl)-1H-indole (Example 5a, 15.7 mg, 0.05 mmol) and 4-methylphenylsulfonyl chloride (50 mg, 0.26 mmol); HRMS-FAB+ for C27H34N2O3S: calculated MH+ : 467.23685; found: 467.23882. The reactants are ClC=1C=C(C=2N(N1)C(=CN2)C#N)NC2=CC=C(C=C2)OCC (6-chloro-8-(4-ethoxyphenylamino)imidazo[1,2-b]pyridazine-3-carbonitrile), CCOC=1C=CC(=CC1)N (p-Phenetidine), N[C@@H]1CC[C@H](CC1)N (trans-1,4-diaminocyclohexane). Run in O (water). Reaction conditions: time 1.5 hour. Yields the product N[C@@H]1CC[C@H](CC1)NC=1C=C(C=2N(N1)C(=CN2)C#N)NC2=CC=C(C=C2)OCC (6-((trans-4-aminocyclohexyl)amino)-8-((4-(ethyloxy)phenyl)amino)imidazo[1,2-b]pyridazine-3-carbonitrile). The yield is 586.0%. Reaction SMILES: Cl[C:2]1[CH:3]=[C:4]([NH:13][C:14]2[CH:19]=[CH:18][C:17]([O:20][CH2:21][CH3:22])=[CH:16][CH:15]=2)[C:5]2[N:6]([C:8]([C:11]#[N:12])=[CH:9][N:10]=2)[N:7]=1.CCOC1C=CC(N)=CC=1.[NH2:33][C@H:34]1[CH2:39][CH2:38][C@H:37]([NH2:40])[CH2:36][CH2:35]1>O>[NH2:33][C@H:34]1[CH2:39][CH2:38][C@H:37]([NH:40][C:2]2[CH:3]=[C:4]([NH:13][C:14]3[CH:19]=[CH:18][C:17]([O:20][CH2:21][CH3:22])=[CH:16][CH:15]=3)[C:5]3[N:6]([C:8]([C:11]#[N:12])=[CH:9][N:10]=3)[N:7]=2)[CH2:36][CH2:35]1. Procedure: In a 2 dram reaction vial was added 6-chloro-8-(4-ethoxyphenylamino)imidazo[1,2-b]pyridazine-3-carbonitrile (0.055 g, 0.017 mmol) from 1c and trans-1,4-diaminocyclohexane (1.0 g, 8.0 mmol). The mixture was allowed to melt at 160° C. for 1.5 hrs. The melt was then cooled, diluted with water and extracted with dichloromethane. The organic layer was concentrated and then diluted with MeOH, and then purified by preparative HPLC to give 0.039 g of the title compound as a TFA salt. 1H NMR (500 MHz, So... The reactants are ClC=1C=C(C(=C(C1)N1C(NC2=C1C=CC(=C2)C(F)(F)F)=O)O)Br (1,3-dihydro-1-(5-chloro-3-bromo-2-hydroxyphenyl)-5-trifluoromethyl-2H-benzimidazol-2-one), O (water), ice, [N+](=O)([O-])[O-].[K+] (potassium nitrate), C(C)(=O)OC(C)=O (acetic anhydride). Reagents/catalysts: S(O)(O)(=O)=O (sulfuric acid). Run in S(O)(O)(=O)=O (sulfuric acid), C(C)(=O)O (acetic acid). Reaction conditions: time 1 hour. The product is ClC=1C=C(C(=C(C1)N1C(NC2=C1C=C(C(=C2)C(F)(F)F)[N+](=O)[O-])=O)O)Br (1,3-dihydro-1-(5-chloro-3-bromo-2-hydroxyphenyl)-5-trifluoromethyl-6-nitro-2H-benzimidazol-2-one). RXN SMILES: [Cl:1][C:2]1[CH:3]=[C:4]([Br:23])[C:5]([OH:22])=[C:6]([N:8]2[C:12]3[CH:13]=[CH:14][C:15]([C:17]([F:20])([F:19])[F:18])=[CH:16][C:11]=3[NH:10][C:9]2=[O:21])[CH:7]=1.C(OC(=O)C)(=O)C.[N+:31]([O-])([O-:33])=[O:32].[K+].O>C(O)(=O)C.S(=O)(=O)(O)O>[Cl:1][C:2]1[CH:3]=[C:4]([Br:23])[C:5]([OH:22])=[C:6]([N:8]2[C:12]3[CH:13]=[C:14]([N+:31]([O-:33])=[O:32])[C:15]([C:17]([F:19])([F:18])[F:20])=[CH:16][C:11]=3[NH:10][C:9]2=[O:21])[CH:7]=1 |f:2.3|. Procedure details: To a slurry of 1,3-dihydro-1-(5-chloro-3-bromo-2-hydroxyphenyl)-5-trifluoromethyl-2H-benzimidazol-2-one (1 g, 2.5 mmol) in glacial acetic acid (5 ml) was under stirring on an ice bath added acetic anhydride (2.5 ml) and two drops of concentrated sulfuric acid. When the starting material had gone into solution, an ice cold solution of potassium nitrate (0.3 g, 3 mmol) in concentrated sulfuric acid (1 ml) was added, and the mixture was stirred for 15 minutes. The reaction mixture was poured into w... Reactants: S(=O)([O-])[O-].[Na+].[Na+] (sodium sulfite), C(C=1C(O)=CC=CC1)=O (salicylaldehyde), ClCl (Cl2), ICl (ICl). Solvent: C(Cl)Cl (CH2Cl2), C(Cl)Cl (CH2Cl2). Run at time 14 hour. Yields the product OC1=C(C=O)C=C(C=C1)I (2-Hydroxy-5-iodo-benzaldehyde). RXN SMILES: [CH:1](=[O:9])[C:2]1[C:3](=[CH:5][CH:6]=[CH:7][CH:8]=1)[OH:4].ClCl.[I:12]Cl.S([O-])([O-])=O.[Na+].[Na+]>C(Cl)Cl>[OH:4][C:3]1[CH:5]=[CH:6][C:7]([I:12])=[CH:8][C:2]=1[CH:1]=[O:9] |f:3.4.5|. Procedure details: To a solution of salicylaldehyde (10 g, 82 mmol) in 50 mL of CH2 Cl2 is added 22 mL of a 1M ICl solution in CH2Cl2. The solution is stirred for 14 h. After this time, a saturated solution of sodium sulfite is added until the color is discharged. The solution is diluted with CH2Cl2. The layers are separated. The organic layer is washed with water. The organic layer is dried over MgSO4, filtered and concentrated. The resulting crude material is recrystallized from cyclohexane to give the title com...